This data is from the Open Reaction Database (ORD), a public repository of structured organic reaction records. The task is: describe an organic reaction: reactants, conditions, products, and yield Reactants: ClCCCl, CS(C)=O, Nc1c[nH]nc1C(=O)Nc1ccc(F)cc1, COc1cccc(C(=O)O)c1F, O, On1nnc2ccccc21. Yields the product COc1cccc(C(=O)Nc2c[nH]nc2C(=O)Nc2ccc(F)cc2)c1F. RXN SMILES: [CH2:29]([Cl:30])[CH2:31][Cl:32].[CH3:43][S:44]([CH3:45])=[O:46].[F:13][c:14]1[cH:15][cH:16][c:17]([NH:20][C:21](=[O:22])[c:23]2[n:24][nH:25][cH:26][c:27]2[NH2:28])[cH:18][cH:19]1.[F:1][c:2]1[c:3]([C:4](=[O:5])[OH:6])[cH:7][cH:8][cH:9][c:10]1[O:11][CH3:12].[OH2:47].[OH:33][n:34]1[c:35]2[c:36]([cH:37][cH:38][cH:39][cH:40]2)[n:41][n:42]1>>[F:1][c:2]1[c:3]([C:4](=[O:6])[NH:28][c:27]2[c:23]([C:21]([NH:20][c:17]3[cH:16][cH:15][c:14]([F:13])[cH:19][cH:18]3)=[O:22])[n:24][nH:25][cH:26]2)[cH:7][cH:8][cH:9][c:10]1[O:11][CH3:12]. The reactants are ice water, C(C#C)Br (propargyl bromide), FC=1C(=C(C=CC1)O)CCC (3-fluoro-2-propyl-phenol), C([O-])([O-])=O.[K+].[K+] (potassium carbonate). Solvent: CN(C=O)C (dimethylformamide), CN(C=O)C (dimethylformamide). Conditions: time 1 hour. Yields the product FC1=C(C(=CC=C1)OCC#C)CCC (1-fluoro-2-propyl-3-prop-2-ynyloxy-benzene). Yield: 89.8%. RXN SMILES: [CH2:1](Br)[C:2]#[CH:3].[F:5][C:6]1[C:7]([CH2:13][CH2:14][CH3:15])=[C:8]([OH:12])[CH:9]=[CH:10][CH:11]=1.C(=O)([O-])[O-].[K+].[K+]>CN(C)C=O>[F:5][C:6]1[CH:11]=[CH:10][CH:9]=[C:8]([O:12][CH2:3][C:2]#[CH:1])[C:7]=1[CH2:13][CH2:14][CH3:15] |f:2.3.4|. Procedure details: A solution of 1.4 g (11.7 mmol) of propargyl bromide in 1 ml of dimethylformamide was added dropwise to a suspension of 1.3 g (8.4 mmol) of 3-fluoro-2-propyl-phenol and 1.7 g of potassium carbonate in 4 ml of dimethylformamide and the mixture was subsequently stirred at room temperature for one hour. The mixture was poured on to 30 ml of ice-water and extracted three times with 50 ml of dichloromethane each time. After drying concentration was carried out in a vacuum. The crude product obtained ... The reactants are CC(C)(O)Cn1cnc(I)c1, CC(C)(C)[Si](C)(C)OS(=O)(=O)C(F)(F)F, Cc1cccc(C)n1. Product: CC(C)(Cn1cnc(I)c1)O[Si](C)(C)C(C)(C)C. As a reaction SMILES: [I:1][c:2]1[n:3][cH:4][n:5]([CH2:7][C:8]([CH3:9])([OH:10])[CH3:11])[cH:6]1.[S:20]([O:21][Si:28]([CH3:29])([CH3:30])[C:31]([CH3:32])([CH3:33])[CH3:34])([C:22]([F:23])([F:24])[F:25])(=[O:26])=[O:27].[n:12]1[c:13]([CH3:14])[cH:15][cH:16][cH:17][c:18]1[CH3:19]>>[I:1][c:2]1[n:3][cH:4][n:5]([CH2:7][C:8]([CH3:9])([O:10][Si:28]([CH3:29])([CH3:30])[C:31]([CH3:32])([CH3:33])[CH3:34])[CH3:11])[cH:6]1. Reactants: Cl.FC=1C=C(C=C(C1)OC(C)C)S(=O)(=O)C1=CC2=C(C3C(CNCC3)O2)C=C1 (7-(3-Fluoro-5-isopropoxy-benzenesulfonyl)-1,2,3,4,4a,9a-hexahydro-benzo[4,5]furo[2,3-c]pyridine hydrochloride), [S] (Sulfur), C1=CC(=CC(=C1)Cl)C(=O)OO (mCPBA), C(C1=CC=CC=C1)OC1=CC(=CC(=C1)OC(C)C)I (1-(benzyloxy)-3-iodo-5-(propan-2-yloxy)benzene), CC(C)[Si](C(C)C)(C(C)C)SC1=CC2=C(C=C1)C1C(CN(CC1)C(=O)OC(C)(C)C)O2 (tert-butyl 7-[(tripropan-2-ylsilyl)sulfanyl]-3,4,4a,9a-tetrahydro[1]benzofuro[2,3-c]pyridine-2(1H)-carboxylate), C(C)(C)(C)OC(=O)N1CC2C(CC1)C1=C(O2)C=CC(=C1)S(=O)(=O)C1=CC(=CC=C1)Cl (6-(3-chloro-benzenesulfonyl)-3,4,4a,9a-tetrahydro-1H-benzo[4,5]furo[2,3-c]pyridine-2-carboxylic acid tert-butyl ester). The product is C(C)(C)(C)OC(=O)N1CC2C(CC1)C1=C(O2)C=C(C=C1)S(=O)(=O)C1=CC(=CC(=C1)OC(C)C)OCC1=CC=CC=C1 (7-(3-benzyloxy-5-isopropoxy-benzenesulfonyl)-3,4,4a,9a-tetrahydro-1H-benzo[4,5]furo[2,3-c]pyridine-2-carboxylic acid tert-butyl ester). RXN SMILES: Cl.FC1C=C([S:13]([C:16]2[CH:28]=[CH:27][C:19]3[CH:20]4[CH2:25][CH2:24][NH:23][CH2:22][CH:21]4[O:26][C:18]=3[CH:17]=2)(=[O:15])=[O:14])C=C(OC(C)C)C=1.[CH2:29]([O:36][C:37]1[CH:42]=[C:41]([O:43][CH:44]([CH3:46])[CH3:45])[CH:40]=[C:39](I)[CH:38]=1)[C:30]1[CH:35]=[CH:34][CH:33]=[CH:32][CH:31]=1.CC([Si](SC1C=CC2C3CCN([C:71]([O:73][C:74]([CH3:77])([CH3:76])[CH3:75])=[O:72])CC3OC=2C=1)(C(C)C)C(C)C)C.[S].C1C=C(Cl)C=C(C(OO)=O)C=1.C(OC(N1CCC2C3C=C(S(C4C=CC=C(Cl)C=4)(=O)=O)C=CC=3OC2C1)=O)(C)(C)C>>[C:74]([O:73][C:71]([N:23]1[CH2:24][CH2:25][CH:20]2[C:19]3[CH:27]=[CH:28][C:16]([S:13]([C:39]4[CH:40]=[C:41]([O:43][CH:44]([CH3:46])[CH3:45])[CH:42]=[C:37]([O:36][CH2:29][C:30]5[CH:35]=[CH:34][CH:33]=[CH:32][CH:31]=5)[CH:38]=4)(=[O:14])=[O:15])=[CH:17][C:18]=3[O:26][CH:21]2[CH2:22]1)=[O:72])([CH3:77])([CH3:76])[CH3:75] |f:0.1,^3:78|. Reported procedure: Prepared as described for 7-(3-Fluoro-5-isopropoxy-benzenesulfonyl)-1,2,3,4,4a,9a-hexahydro-benzo[4,5]furo[2,3-c]pyridine hydrochloride starting from 1-(benzyloxy)-3-iodo-5-(propan-2-yloxy)benzene and tert-butyl 7-[(tripropan-2-ylsilyl)sulfanyl]-3,4,4a,9a-tetrahydro[1]benzofuro[2,3-c]pyridine-2(1H)-carboxylate C02. Sulfur oxidation was performed with mCPBA as described for 6-(3-chloro-benzenesulfonyl)-3,4,4a,9a-tetrahydro-1H-benzo[4,5]furo[2,3-c]pyridine-2-carboxylic acid tert-butyl ester. Reactants: N(=C=S)C=1C(=CSC1)C(=O)OCC (Ethyl 4-isothiocyanatothiophene-3-carboxylate), FC(COC1=CC=C(N)C=C1)(F)F (4-(2,2,2-trifluoroethoxy)aniline), CC(C)([O-])C.[K+] (Potassium tert-butoxide). Solvent: C(C)#N (acetonitrile), C(C)O (ethanol). Yields the product S=C1N(C(C=2C(N1)=CSC2)=O)C2=CC=C(C=C2)OCC(F)(F)F (2-thioxo-3-[4-(2,2,2-trifluoroethoxy)phenyl]-2,3-dihydrothieno[3,4-d]pyrimidin-4(1H)-one). Isolated yield 86.0%. Reaction SMILES: [N:1]([C:4]1[C:5]([C:9]([O:11]CC)=O)=[CH:6][S:7][CH:8]=1)=[C:2]=[S:3].[F:14][C:15]([F:26])([F:25])[CH2:16][O:17][C:18]1[CH:24]=[CH:23][C:21]([NH2:22])=[CH:20][CH:19]=1.CC(C)([O-])C.[K+]>C(#N)C.C(O)C>[S:3]=[C:2]1[NH:1][C:4]2=[CH:8][S:7][CH:6]=[C:5]2[C:9](=[O:11])[N:22]1[C:21]1[CH:23]=[CH:24][C:18]([O:17][CH2:16][C:15]([F:14])([F:25])[F:26])=[CH:19][CH:20]=1 |f:2.3|. Reported procedure: Ethyl 4-isothiocyanatothiophene-3-carboxylate (1.1 g) and 4-(2,2,2-trifluoroethoxy)aniline (0.99 g) were dissolved in acetonitrile (40 ml), and the solution was heated under reflux for 1 hr, and allowed to be cooled. Potassium tert-butoxide (1.27 g) was dissolved in ethanol (15 ml), and the solution was poured into the reaction mixture at room temperature. The reaction mixture was heated under reflux for 10 min, allowed to be cooled, and concentrated under reduced pressure. The obtained brown re... Reactants: CC(C)(C)OC(=O)CC(CO)N1CCN(C(=O)C=Cc2cccc(Cl)c2)CCC1=O, [H-], CI, [K+], [Na+], CN(C)C=O, O=S(=O)([O-])O. Yields the product COCC(CC(=O)OC(C)(C)C)N1CCN(C(=O)C=Cc2cccc(Cl)c2)CCC1=O. RXN SMILES: [C:1]([CH3:2])([CH3:3])([CH3:4])[O:5][C:6]([CH2:7][CH:8]([CH2:9][OH:10])[N:11]1[CH2:12][CH2:13][N:14]([C:19]([CH:20]=[CH:21][c:22]2[cH:23][c:24]([Cl:28])[cH:25][cH:26][cH:27]2)=[O:29])[CH2:15][CH2:16][C:17]1=[O:18])=[O:30].[H-:34].[I:31][CH3:32].[K+:40].[Na+:33].[O:41]=[CH:42][N:43]([CH3:44])[CH3:45].[S:35](=[O:36])(=[O:37])([OH:38])[O-:39]>>[C:1]([CH3:2])([CH3:3])([CH3:4])[O:5][C:6]([CH2:7][CH:8]([CH2:9][O:10][CH3:32])[N:11]1[CH2:12][CH2:13][N:14]([C:19]([CH:20]=[CH:21][c:22]2[cH:23][c:24]([Cl:28])[cH:25][cH:26][cH:27]2)=[O:29])[CH2:15][CH2:16][C:17]1=[O:18])=[O:30]. The reactants are COc1ccc(C2(C=O)CCC(OC)(OC)CC2)cc1OC1CCCC1, CCOC(C)=O, Cl. Yields the product COc1ccc(C2(C=O)CCC(=O)CC2)cc1OC1CCCC1. RXN SMILES: [CH3:1][O:2][C:3]1([O:25][CH3:26])[CH2:4][CH2:5][C:6]([CH:9]=[O:10])([c:11]2[cH:12][c:13]([O:19][CH:20]3[CH2:21][CH2:22][CH2:23][CH2:24]3)[c:14]([O:17][CH3:18])[cH:15][cH:16]2)[CH2:7][CH2:8]1.[CH3:28][CH2:29][O:30][C:31](=[O:32])[CH3:33].[ClH:27]>>[O:2]=[C:3]1[CH2:4][CH2:5][C:6]([CH:9]=[O:10])([c:11]2[cH:12][c:13]([O:19][CH:20]3[CH2:21][CH2:22][CH2:23][CH2:24]3)[c:14]([O:17][CH3:18])[cH:15][cH:16]2)[CH2:7][CH2:8]1.